This data is from the Open Reaction Database (ORD), a public repository of structured organic reaction records. The task is: describe an organic reaction: reactants, conditions, products, and yield The reactants are C(C)(C)(C)OC(=O)N1[C@@H](C[C@@H](C1)OC1=CC=CC=C1)CO ((2S, 4S)-1-tert-butoxycarbonyl-4-phenoxy-2-pyrrolidinylmethanol), CS(=O)C (DMSO), SO3-pyridine. The solvent is C(Cl)Cl (CH2Cl2). Reaction conditions: time 2.5 hour. Yields the product C(C)(C)(C)OC(=O)N1[C@@H](C[C@@H](C1)OC1=CC=CC=C1)C=O ((2S, 4S)-1-tert-butoxycarbonyl-4-phenoxy-2-pyrrolidine carbaldehyde). Yield: 93.0%. RXN SMILES: [C:1]([O:5][C:6]([N:8]1[CH2:12][C@@H:11]([O:13][C:14]2[CH:19]=[CH:18][CH:17]=[CH:16][CH:15]=2)[CH2:10][C@H:9]1[CH2:20][OH:21])=[O:7])([CH3:4])([CH3:3])[CH3:2].CS(C)=O>C(Cl)Cl>[C:1]([O:5][C:6]([N:8]1[CH2:12][C@@H:11]([O:13][C:14]2[CH:15]=[CH:16][CH:17]=[CH:18][CH:19]=2)[CH2:10][C@H:9]1[CH:20]=[O:21])=[O:7])([CH3:4])([CH3:3])[CH3:2]. Procedure: To a stirred mixture of (2S, 4S)-1-tert-butoxycarbonyl-4-phenoxy-2-pyrrolidinylmethanol (2.75 g, 9.37 mmol), Et3 N (7.84 ml, 56.2 mmol), DMSO (6.66 ml, 9.37 mmol) in CH2Cl2 (30 ml) at 0° C. was added SO3-pyridine (4.47 g, 28.1 mmol), then the resulting mixture was allowed to raise to room temperature. After 2.5 h stirring, the mixture was concentrated in vacuo. To the resulting mixture was added water and extracted with Et2O. The combined extracts were washed with brine, dried over Na2SO4 and co...